Dataset: the Open Reaction Database (ORD), a public repository of structured organic reaction records. Task: describe an organic reaction: reactants, conditions, products, and yield The reactants are Cl(=O)(=O)[O-].[Ca+2].Cl(=O)(=O)[O-] (calcium chlorate), Cl[O-] (hypochlorite), Cl(=O)(=O)[O-].[Ca+2].Cl(=O)(=O)[O-] (calcium chlorate), [Cl-].[Ca+2].[Cl-] (calcium chloride), Cl[O-] (hypochlorite), Cl[O-].[Ca+2].Cl[O-] (calcium hypochlorite). Product: O.O.[Cl-].[Ca+2].[Cl-] (calcium chloride dihydrate), O.O.O.O.[Cl-].[Ca+2].[Cl-] (calcium chloride tetrahydrate), O.O.O.O.O.O.[Cl-].[Ca+2].[Cl-] (calcium chloride hexahydrate). As a reaction SMILES: [Cl:1][O-:2].[Cl-].[Ca+2:4].[Cl-].Cl[O-].[Ca+2].Cl[O-].[Cl:11]([O-])(=O)=[O:12].[Ca+2].[Cl:16]([O-])(=O)=[O:17]>>[OH2:12].[OH2:17].[Cl-:11].[Ca+2:4].[Cl-:16].[OH2:2].[OH2:12].[OH2:12].[OH2:12].[Cl-:1].[Ca+2:4].[Cl-:11].[OH2:12].[OH2:12].[OH2:12].[OH2:12].[OH2:12].[OH2:12].[Cl-:11].[Ca+2:4].[Cl-:11] |f:1.2.3,4.5.6,7.8.9,10.11.12.13.14,15.16.17.18.19.20.21,22.23.24.25.26.27.28.29.30|. Procedure details: In the flow diagram represented in FIG. 1, an aqueous filtrate from a hemibasic hypochlorite or dibasic hypochlorite process comprised of calcium chloride, calcium hypochlorite, and minor amounts of calcium chlorate is fed through line 7 to blender 8 where it is blended with calcium chlorate mother liquor fed to blender 8 through line 33. The blended solution passes through line 9 to first evaporative crystallizer 12. Crystallizer 12 is operated under vacuum and temperature conditions which prod... Starting materials: BrC1=C(SC2=NC(=CC(=C21)NS(=O)(=O)C2=CC(=CC=C2)Cl)C)C=2C=NNC2 (N-[3-Bromo-6-methyl-2-(1H-pyrazol-4-yl)thieno[2,3-b]pyridin-4-yl]-3-chlorobenzenesulfonamide), CN(C)C=1C=C(C=CC1)B(O)O (3-(N,N-dimethylamino)-phenylboronic acid), C([O-])([O-])=O.[K+].[K+] (potassium carbonate). Reagents/catalysts: C=1C=CC(=CC1)[P](C=2C=CC=CC2)(C=3C=CC=CC3)[Pd]([P](C=4C=CC=CC4)(C=5C=CC=CC5)C=6C=CC=CC6)([P](C=7C=CC=CC7)(C=8C=CC=CC8)C=9C=CC=CC9)[P](C=1C=CC=CC1)(C=1C=CC=CC1)C=1C=CC=CC1 (tetrakis(triphenylphosphine)palladium(0)). The solvent is O1CCOCC1 (1,4-dioxane), CN(C)C=O (DMF), O (water). Run at temperature 110 celsius. Yields the product ClC=1C=C(C=CC1)S(=O)(=O)NC1=C2C(=NC(=C1)C)SC(=C2C2=CC(=CC=C2)N(C)C)C=2C=NNC2 (3-Chloro-N-[3-[3-(dimethylamino)phenyl]-6-methyl-2-(1H-pyrazol-4-yl)thieno[2,3-b]pyridin-4-yl]benzenesulfonamide). The yield is 7.4%. Reaction SMILES: Br[C:2]1[C:10]2[C:5](=[N:6][C:7]([CH3:22])=[CH:8][C:9]=2[NH:11][S:12]([C:15]2[CH:20]=[CH:19][CH:18]=[C:17]([Cl:21])[CH:16]=2)(=[O:14])=[O:13])[S:4][C:3]=1[C:23]1[CH:24]=[N:25][NH:26][CH:27]=1.[CH3:28][N:29]([C:31]1[CH:32]=[C:33](B(O)O)[CH:34]=[CH:35][CH:36]=1)[CH3:30].C(=O)([O-])[O-].[K+].[K+]>O1CCOCC1.CN(C=O)C.O.C1C=CC([P]([Pd]([P](C2C=CC=CC=2)(C2C=CC=CC=2)C2C=CC=CC=2)([P](C2C=CC=CC=2)(C2C=CC=CC=2)C2C=CC=CC=2)[P](C2C=CC=CC=2)(C2C=CC=CC=2)C2C=CC=CC=2)(C2C=CC=CC=2)C2C=CC=CC=2)=CC=1>[Cl:21][C:17]1[CH:16]=[C:15]([S:12]([NH:11][C:9]2[CH:8]=[C:7]([CH3:22])[N:6]=[C:5]3[S:4][C:3]([C:23]4[CH:24]=[N:25][NH:26][CH:27]=4)=[C:2]([C:35]4[CH:34]=[CH:33][CH:32]=[C:31]([N:29]([CH3:30])[CH3:28])[CH:36]=4)[C:10]=23)(=[O:14])=[O:13])[CH:20]=[CH:19][CH:18]=1 |f:2.3.4,^1:61,63,82,101|. Reported procedure: A mixture of N-[3-bromo-6-methyl-2-(1H-pyrazol-4-yl)thieno[2,3-b]pyridin-4-yl]-3-chlorobenzenesulfonamide (Example 100) (100 mg, 0.207 mmol), 3-(N,N-dimethylamino)-phenylboronic acid (68.2 mg, 0.413 mmol) and tetrakis(triphenylphosphine)palladium(0) (11.9 mg, 10.34 μmol) and potassium carbonate (86 mg, 0.620 mmol) in 1,4-dioxane (1 mL), DMF (0.5 mL) and water (0.25 mL) was heated at 110° C. overnight (ca. 22 h). After cooling to RT, the reaction mixture was filtered through celite and the filtra... Starting materials: CCOCc1nc2c[n+]([O-])c3cc(Br)ccc3c2n1CCCOC(C)C, C1CCNCC1, O. Yields the product CCOCc1nc2c[n+]([O-])c3cc(N4CCCCC4)ccc3c2n1CCCOC(C)C. Reaction SMILES: [Br:1][c:2]1[cH:3][cH:4][c:5]2[c:6]3[c:7]([cH:8][n+:9]([O-:12])[c:10]2[cH:11]1)[n:13][c:14]([CH2:23][O:24][CH2:25][CH3:26])[n:15]3[CH2:16][CH2:17][CH2:18][O:19][CH:20]([CH3:21])[CH3:22].[CH2:27]1[CH2:28][CH2:29][NH:30][CH2:31][CH2:32]1.[OH2:33]>>[c:2]1([N:30]2[CH2:29][CH2:28][CH2:27][CH2:32][CH2:31]2)[cH:3][cH:4][c:5]2[c:6]3[c:7]([cH:8][n+:9]([O-:12])[c:10]2[cH:11]1)[n:13][c:14]([CH2:23][O:24][CH2:25][CH3:26])[n:15]3[CH2:16][CH2:17][CH2:18][O:19][CH:20]([CH3:21])[CH3:22].